From a dataset of the Open Reaction Database (ORD), a public repository of structured organic reaction records. describe an organic reaction: reactants, conditions, products, and yield Reactants: CC(=O)OC(C)=O, Cl, NC1CCN(c2ccc(N3CC(Cn4ccnn4)OC3=O)cc2F)C1. Product: CC(=O)NC1CCN(c2ccc(N3CC(Cn4ccnn4)OC3=O)cc2F)C1. Reaction SMILES: [CH3:27][C:28](=[O:29])[O:30][C:31](=[O:32])[CH3:33].[ClH:1].[NH2:2][CH:3]1[CH2:4][N:5]([c:8]2[c:9]([F:26])[cH:10][c:11]([N:14]3[C:15](=[O:25])[O:16][CH:17]([CH2:19][n:20]4[n:21][n:22][cH:23][cH:24]4)[CH2:18]3)[cH:12][cH:13]2)[CH2:6][CH2:7]1>>[NH:2]([CH:3]1[CH2:4][N:5]([c:8]2[c:9]([F:26])[cH:10][c:11]([N:14]3[C:15](=[O:25])[O:16][CH:17]([CH2:19][n:20]4[n:21][n:22][cH:23][cH:24]4)[CH2:18]3)[cH:12][cH:13]2)[CH2:6][CH2:7]1)[C:28]([CH3:27])=[O:29]. Reactants: C(CCCCCCCCCCCCCCC)OC(=O)OCC(COCCCCCCO)=C (3-Hexadecyloxycarbonyloxy-1-(6-hydroxyhexyloxy)-2-methylenepropane), CS(=O)(=O)Cl (methanesulfonyl chloride), N1=CC=CC=C1 (Pyridine). Run in C(Cl)Cl (Methylene chloride), C(Cl)Cl (methylene chloride). Reaction conditions: time 2.5 hour. Yields the product C(CCCCCCCCCCCCCCC)OC(=O)OCC(COCCCCCCOS(=O)(=O)C)=C (3-Hexadecyloxycarbonyloxy-1-[6-(methanesulfonyloxy)hexyloxy]-2-methylenepropane). Reaction SMILES: [CH2:1]([O:17][C:18]([O:20][CH2:21][C:22](=[CH2:32])[CH2:23][O:24][CH2:25][CH2:26][CH2:27][CH2:28][CH2:29][CH2:30][OH:31])=[O:19])[CH2:2][CH2:3][CH2:4][CH2:5][CH2:6][CH2:7][CH2:8][CH2:9][CH2:10][CH2:11][CH2:12][CH2:13][CH2:14][CH2:15][CH3:16].[CH3:33][S:34](Cl)(=[O:36])=[O:35].N1C=CC=CC=1>C(Cl)Cl>[CH2:1]([O:17][C:18]([O:20][CH2:21][C:22](=[CH2:32])[CH2:23][O:24][CH2:25][CH2:26][CH2:27][CH2:28][CH2:29][CH2:30][O:31][S:34]([CH3:33])(=[O:36])=[O:35])=[O:19])[CH2:2][CH2:3][CH2:4][CH2:5][CH2:6][CH2:7][CH2:8][CH2:9][CH2:10][CH2:11][CH2:12][CH2:13][CH2:14][CH2:15][CH3:16]. Procedure: 3-Hexadecyloxycarbonyloxy-1-(6-hydroxyhexyloxy)-2-methylenepropane (from Preparation 51) (0.54 g) and methanesulfonyl chloride (0.20 g) were stirred in methylene chloride at 0° C. Pyridine (6 ml) was added and stirring continued for 15 minutes at 0° C. and for 2.5 hours at 22° C. Methylene chloride (10 ml) was added, and the organic phase was washed with water (3×15 ml), dried over magnesium sulfate, filtered and evaporated in vacuo to dryness. Purification was achieved by chromatography on sili...